Dataset: the Open Reaction Database (ORD), a public repository of structured organic reaction records. Task: describe an organic reaction: reactants, conditions, products, and yield Reactants: [Br-], C1CCOC1, C[Mg+], CCOCC, COc1cc2ncc(Cl)nc2cc1OC. Yields the product COc1cc2ncc(C)nc2cc1OC. As a reaction SMILES: [Br-:16].[CH2:24]1[O:25][CH2:26][CH2:27][CH2:28]1.[CH3:17][Mg+:18].[CH3:19][CH2:20][O:21][CH2:22][CH3:23].[Cl:1][c:2]1[n:3][c:4]2[cH:5][c:6]([O:14][CH3:15])[c:7]([O:12][CH3:13])[cH:8][c:9]2[n:10][cH:11]1>>[c:2]1([CH3:19])[n:3][c:4]2[cH:5][c:6]([O:14][CH3:15])[c:7]([O:12][CH3:13])[cH:8][c:9]2[n:10][cH:11]1. Reactants: CN(C=O)C (N,N-dimethylformamide), ClC(F)F (chloro(difluoro)methane), O1C(OCC1)CN1C(C=CC2=NC=C(C=C12)O)=O (1-(1,3-dioxolan-2-ylmethyl)-7-hydroxy-1,5-naphthyridin-2(1H)-one), [OH-].[Na+] (sodium hydroxide), CN(C=O)C (N,N-dimethylformamide), ClC(F)F (chloro(difluoro)methane). The reagents and catalysts are [Br-].C(CCC)[N+](CCCC)(CCCC)CCCC (tetrabutylammonium bromide). Run in C1(=CC=CC=C1)C (toluene), C1(=CC=CC=C1)C (toluene), O (Water). Run at time 50 minute. Yields the product FC(OC1=CN=C2C=CC(N(C2=C1)CC1OCCO1)=O)F (7-(difluoromethoxy)-1-(1,3-dioxolan-2-ylmethyl)-1,5-naphthyridin-2(1H)-one). RXN SMILES: [O:1]1[CH2:5][CH2:4][O:3][CH:2]1[CH2:6][N:7]1[C:16]2[C:11](=[N:12][CH:13]=[C:14]([OH:17])[CH:15]=2)[CH:10]=[CH:9][C:8]1=[O:18].[OH-].[Na+].CN(C)C=O.Cl[CH:27]([F:29])[F:28]>C1(C)C=CC=CC=1.[Br-].C([N+](CCCC)(CCCC)CCCC)CCC.O>[F:28][CH:27]([F:29])[O:17][C:14]1[CH:15]=[C:16]2[C:11]([CH:10]=[CH:9][C:8](=[O:18])[N:7]2[CH2:6][CH:2]2[O:1][CH2:5][CH2:4][O:3]2)=[N:12][CH:13]=1 |f:1.2,6.7|. Reported procedure: To a suspension of 0.15 g of 1-(1,3-dioxolan-2-ylmethyl)-7-hydroxy-1,5-naphthyridin-2(1H)-one in 1.5 mL of toluene, 1 mL of a 40% aqueous sodium hydroxide solution, 97 mg of tetrabutylammonium bromide and 0.25 mL of an N,N-dimethylformamide solution of 10 mol/L chloro(difluoro)methane were added, the mixture was stirred for 50 minutes, then, thereto was added 1 mL of an N,N-dimethylformamide solution of 10 mol/L chloro(difluoro)methane, and the mixture was stirred for 3 hours 40 minutes. Water a... The reactants are CC(C)(C)[SiH2]OC(C)(C)C1CCC(CO)CC1, ClC(Cl)Cl, Cc1ccc(S(=O)(=O)Cl)cc1, c1ccncc1. The product is Cc1ccc(S(=O)(=O)OCC2CCC(C(C)(C)O[SiH2]C(C)(C)C)CC2)cc1. Reaction SMILES: [C:1]([CH3:2])([CH3:3])([CH3:4])[SiH2:5][O:6][C:7]([CH:8]1[CH2:9][CH2:10][CH:11]([CH2:14][OH:15])[CH2:12][CH2:13]1)([CH3:16])[CH3:17].[Cl:35][CH:36]([Cl:37])[Cl:38].[S:18](=[O:19])(=[O:20])([c:21]1[cH:22][cH:23][c:24]([CH3:25])[cH:26][cH:27]1)[Cl:28].[cH:29]1[cH:30][cH:31][n:32][cH:33][cH:34]1>>[C:1]([CH3:2])([CH3:3])([CH3:4])[SiH2:5][O:6][C:7]([CH:8]1[CH2:9][CH2:10][CH:11]([CH2:14][O:15][S:18](=[O:19])(=[O:20])[c:21]2[cH:22][cH:23][c:24]([CH3:25])[cH:26][cH:27]2)[CH2:12][CH2:13]1)([CH3:16])[CH3:17].